Dataset: the Open Reaction Database (ORD), a public repository of structured organic reaction records. Task: describe an organic reaction: reactants, conditions, products, and yield Starting materials: CN(/C=C/C(=O)C1=NN(C=CC1=O)C1=CC(=CC=C1)S(=O)(=O)N1CCCCC1)C (3-((E)-3-Dimethylamino-acryloyl)-1-[3-(piperidine-1-sulfonyl)-phenyl]-1H-pyridazin-4-one), N1=CC=CC2=C(C=CC=C12)NN (quinolin-5-yl-hydrazine). Product: N1(CCCCC1)S(=O)(=O)C=1C=C(C=CC1)N1N=C(C(C=C1)=O)C=1N(N=CC1)C1=C2C=CC=NC2=CC=C1 (1-[3-(Piperidine-1-sulfonyl)-phenyl]-3-(2-quinolin-5-yl-2H-pyrazol-3-yl)-1H-pyridazin-4-one). RXN SMILES: CN(C)/[CH:3]=[CH:4]/[C:5]([C:7]1[C:12](=[O:13])[CH:11]=[CH:10][N:9]([C:14]2[CH:19]=[CH:18][CH:17]=[C:16]([S:20]([N:23]3[CH2:28][CH2:27][CH2:26][CH2:25][CH2:24]3)(=[O:22])=[O:21])[CH:15]=2)[N:8]=1)=O.[N:30]1[C:39]2[C:34](=[C:35]([NH:40][NH2:41])[CH:36]=[CH:37][CH:38]=2)[CH:33]=[CH:32][CH:31]=1>>[N:23]1([S:20]([C:16]2[CH:15]=[C:14]([N:9]3[CH:10]=[CH:11][C:12](=[O:13])[C:7]([C:5]4[N:40]([C:35]5[CH:36]=[CH:37][CH:38]=[C:39]6[C:34]=5[CH:33]=[CH:32][CH:31]=[N:30]6)[N:41]=[CH:3][CH:4]=4)=[N:8]3)[CH:19]=[CH:18][CH:17]=2)(=[O:22])=[O:21])[CH2:28][CH2:27][CH2:26][CH2:25][CH2:24]1. Reported procedure: The product was obtained starting from 3-((E)-3-Dimethylamino-acryloyl)-1-[3-(piperidine-1-sulfonyl)-phenyl]-1H-pyridazin-4-one (A-26) and quinolin-5-yl-hydrazine according to the method described for example 91. MS: M=513.4 (M+H)+